From a dataset of the Open Reaction Database (ORD), a public repository of structured organic reaction records. describe an organic reaction: reactants, conditions, products, and yield The reactants are N#Cc1c(Br)cc(Br)c(CCC(=O)O)c1Br, O. The product is NC(=O)c1c(Br)cc(Br)c(CCC(=O)O)c1Br. RXN SMILES: [C:1](#[N:2])[c:3]1[c:4]([Br:16])[c:5]([CH2:11][CH2:12][C:13](=[O:14])[OH:15])[c:6]([Br:10])[cH:7][c:8]1[Br:9].[OH2:17]>>[C:1]([NH2:2])([c:3]1[c:4]([Br:16])[c:5]([CH2:11][CH2:12][C:13](=[O:14])[OH:15])[c:6]([Br:10])[cH:7][c:8]1[Br:9])=[O:17]. Starting materials: CC1OC2(CC1=O)CCN(CC2)C (2,8-dimethyl-1-oxa-8-azaspiro[4,5]-decan-3-one), [OH-].[Na+] (caustic soda), C(CS)S (1,2-ethanedithiol). Solvent: ClCCl (dichloromethane). Conditions: time 1 hour. Product: N (ammonia), CN1CCC2(CC3(SCCS3)C(O2)C)CC1 (10,14-dimethyl-13-oxa-1,4-dithia-10-azadispiro[4,1,5,2]tetradecane). As a reaction SMILES: [CH3:1][CH:2]1[C:6](=O)[CH2:5][C:4]2([CH2:12][CH2:11][N:10]([CH3:13])[CH2:9][CH2:8]2)[O:3]1.[CH2:14]([SH:17])[CH2:15][SH:16].[OH-].[Na+]>ClCCl>[NH3:10].[CH3:13][N:10]1[CH2:11][CH2:12][C:4]2([O:3][CH:2]([CH3:1])[C:6]3([S:17][CH2:14][CH2:15][S:16]3)[CH2:5]2)[CH2:8][CH2:9]1 |f:2.3|. Procedure: A solution of 0.5 g 2,8-dimethyl-1-oxa-8-azaspiro[4,5]-decan-3-one in 10 ml dichloromethane was cooled in ice, 0.45 ml 1,2-ethanedithiol was added, and 2 ml boron trifluoride/ether complex was then added dropwise while maintaining the temperature below 10° C. After stirring at that temperature for one hour, the reaction mixture was poured into 30 ml of 20% aqueous caustic soda solution. The insoluble matters were filtered off, the filtrate was extracted with ethyl acetate, and the organic layer ... Starting materials: [OH-].[Na+] (sodium hydroxide), CN([C@@H]1CN(CC1)C1=CC(=C(C=C1C1=CC=CC=C1)C#N)[N+](=O)[O-])C (6-[(3S)-3-(Dimethylamino)pyrrolidin-1-yl]-4-nitrobiphenyl-3-carbonitrile), O.O.[Sn](Cl)Cl (tin(II) chloride dihydrate), C(C)(=O)O (acetic acid). Solvent: C(C)(=O)OCC (ethyl acetate), CO (methanol), Cl (hydrochloric acid), CO (methanol). Reaction conditions: temperature 0 celsius, time 20 minute. Yields the product NC1=C(C=C(C(=C1)N1C[C@H](CC1)N(C)C)C1=CC=CC=C1)C#N (4-Amino-6-[(3S)-3-(dimethylamino)pyrrolidin-1-yl]biphenyl-3-carbonitrile). The yield is 89.9%. As a reaction SMILES: [CH3:1][N:2]([CH3:25])[C@H:3]1[CH2:7][CH2:6][N:5]([C:8]2[C:13]([C:14]3[CH:19]=[CH:18][CH:17]=[CH:16][CH:15]=3)=[CH:12][C:11]([C:20]#[N:21])=[C:10]([N+:22]([O-])=O)[CH:9]=2)[CH2:4]1.C(O)(=O)C.O.O.[Sn](Cl)Cl.[OH-].[Na+]>Cl.C(OCC)(=O)C.CO>[NH2:22][C:10]1[CH:9]=[C:8]([N:5]2[CH2:6][CH2:7][C@H:3]([N:2]([CH3:1])[CH3:25])[CH2:4]2)[C:13]([C:14]2[CH:15]=[CH:16][CH:17]=[CH:18][CH:19]=2)=[CH:12][C:11]=1[C:20]#[N:21] |f:2.3.4,5.6|. Procedure details: 6-[(3S)-3-(Dimethylamino)pyrrolidin-1-yl]-4-nitrobiphenyl-3-carbonitrile (I-242) (7.9 g, 23.5 mmol) was dissolved in concentrated hydrochloric acid (40 ml), and at room temperature, acetic acid (4.0 ml, 70.5 mmol) and methanol (10 ml) were added, followed by cooling at 0° C., and tin(II) chloride dihydrate (15.9 g, 70.5 mmol) was gradually added. After stirred at the same temperature for 20 minutes, this was further stirred at room temperature for 20 minutes. At room temperature, methanol (30 ml... Solvent: C(Cl)Cl (methylene chloride). As a reaction SMILES: [C:1]([C:5]1[CH:6]=[C:7]([C:16](=[O:18])[CH3:17])[CH:8]=[C:9]([C:12]([CH3:15])([CH3:14])[CH3:13])[C:10]=1[OH:11])([CH3:4])([CH3:3])[CH3:2].[Br:19]Br.O>C(Cl)Cl>[Br:19][CH2:17][C:16]([C:7]1[CH:6]=[C:5]([C:1]([CH3:4])([CH3:2])[CH3:3])[C:10]([OH:11])=[C:9]([C:12]([CH3:15])([CH3:14])[CH3:13])[CH:8]=1)=[O:18]. Reported procedure: 206 g (0.83 mol) of 1-(3,5-di-tert.butyl-4-hydroxyphenyl)ethanone are dissolved in 415 ml of methylene chloride while stirring, the mixture is heated to boiling, and 144 g (0.9 mol) of bromine are added dropwise over the course of 30 minutes. The mixture is then refluxed for a further 2 hours and cooled, 400 ml of water are added, and the organic phase is separated off and dried over sodium sulfate. After the solvent had been removed under reduced pressure, the solid crude product obtained was r... The reactants are BrBr (bromine), C(C)(C)(C)C=1C=C(C=C(C1O)C(C)(C)C)C(C)=O (1-(3,5-di-tert.butyl-4-hydroxyphenyl)ethanone), O (water). The product is BrCC(=O)C1=CC(=C(C(=C1)C(C)(C)C)O)C(C)(C)C (2-Bromo-1-(3,5-di-tert.butyl-4-hydroxyphenyl)-ethanone).